From a dataset of the Open Reaction Database (ORD), a public repository of structured organic reaction records. describe an organic reaction: reactants, conditions, products, and yield Reactants: OC1=CC2=CC=CC=C2C=C1O (2,3-dihydroxynaphthalene), C([O-])(O)=O.[Na+] (sodium bicarbonate), BrCCOC1=CC=CC=C1 (beta-bromophenetole). Run in O (water), CN(C=O)C (dimethylformamide). Run at temperature 135 celsius. Yields the product O(C1=CC=CC=C1)CCOC=1C(=CC2=CC=CC=C2C1)O (3-(2-phenoxyethoxy)-2-naphthol). Yield: 40.0%. As a reaction SMILES: [OH:1][C:2]1[C:11]([OH:12])=[CH:10][C:9]2[C:4](=[CH:5][CH:6]=[CH:7][CH:8]=2)[CH:3]=1.C(=O)(O)[O-].[Na+].Br[CH2:19][CH2:20][O:21][C:22]1[CH:27]=[CH:26][CH:25]=[CH:24][CH:23]=1>CN(C)C=O.O>[O:21]([CH2:20][CH2:19][O:1][C:2]1[C:11]([OH:12])=[CH:10][C:9]2[C:4]([CH:3]=1)=[CH:5][CH:6]=[CH:7][CH:8]=2)[C:22]1[CH:27]=[CH:26][CH:25]=[CH:24][CH:23]=1 |f:1.2|. Reported procedure: A mixture of 2,3-dihydroxynaphthalene (5.6 g) and sodium bicarbonate powder (2.9 g) in dimethylformamide (50 mL) was stirred and heated at 135° C. for 1 hour. When the gas evolution ceased, the mixture was cooled to about 60° C. and beta-bromophenetole (7 g) was added. The mixture was stirred at 60° C. overnight, cooled, diluted with water and filtered. The solids were crystallized from dichloromethane-diethyl ether to give 3.9 g of 3-(2-phenoxyethoxy)-2-naphthol as a colorless solid, mp 141°-14...